This data is from the Open Reaction Database (ORD), a public repository of structured organic reaction records. The task is: describe an organic reaction: reactants, conditions, products, and yield Reaction conditions: time 16 hour. Procedure: A solution of 2-(benzyloxy)cyclobutanone (prepared according to the method of P. Bisel et al., Eur. J. Org. Chem. 1998, 4, 729-733; 2.35 g, 13.3 mmol) and 2-aminoethanol (1.63 g, 26.7 mmol) in dichloromethane (47 mL) was treated with acetic acid (0.76 mL, 13.3 mmol) and sodium triacetoxyborohydride (5.95 g, 26.7 mmol) and stirred at room temperature for 16 hours. Aqueous sodium hydroxide solution (1 N, 100 mL) was added and the mixture was extracted with dichloromethane (2×100 mL). The combined ... Solvent: ClCCl (dichloromethane). Reaction SMILES: [CH2:1]([O:8][CH:9]1[CH2:12][CH2:11][C:10]1=O)[C:2]1[CH:7]=[CH:6][CH:5]=[CH:4][CH:3]=1.[NH2:14][CH2:15][CH2:16][OH:17].C(O)(=O)C.C(O[BH-](OC(=O)C)OC(=O)C)(=O)C.[Na+].[OH-].[Na+]>ClCCl>[CH2:1]([O:8][C@H:9]1[CH2:12][CH2:11][C@H:10]1[NH:14][CH2:15][CH2:16][OH:17])[C:2]1[CH:7]=[CH:6][CH:5]=[CH:4][CH:3]=1 |f:3.4,5.6|. The reactants are C(C1=CC=CC=C1)OC1C(CC1)=O (2-(benzyloxy)cyclobutanone), [OH-].[Na+] (sodium hydroxide), NCCO (2-aminoethanol), C(C)(=O)O (acetic acid), C(C)(=O)O[BH-](OC(C)=O)OC(C)=O.[Na+] (sodium triacetoxyborohydride). Yields the product C(C1=CC=CC=C1)O[C@@H]1[C@@H](CC1)NCCO (2-{[cis-2-(benzyloxy)cyclobutyl]amino}ethanol). Reactants: N(=O)[O-].[Na+] (NaNO2), NC=1C=C(C=C(C1O)Br)C(C(=O)OCC)CC(C)C (Ethyl 2-(3-amino-5-bromo-4-hydroxyphenyl)-4-methylpentanoate), C(C)#N.O.Cl (ACN H2O HCl), ice water. The reagents and catalysts are Cl[Cu] (CuCl). Run in O (water), O (water). Reaction conditions: temperature 0 celsius, time 1 hour. The product is BrC=1C=C(C=C(C1O)Cl)C(C(=O)OCC)CC(C)C (ethyl 2-(3-bromo-5-chloro-4-hydroxyphenyl)-4-methylpentanoate). RXN SMILES: N[C:2]1[CH:3]=[C:4]([CH:10]([CH2:16][CH:17]([CH3:19])[CH3:18])[C:11]([O:13][CH2:14][CH3:15])=[O:12])[CH:5]=[C:6]([Br:9])[C:7]=1[OH:8].N([O-])=O.[Na+].C(#N)C.O.[ClH:28]>O.Cl[Cu]>[Br:9][C:6]1[CH:5]=[C:4]([CH:10]([CH2:16][CH:17]([CH3:19])[CH3:18])[C:11]([O:13][CH2:14][CH3:15])=[O:12])[CH:3]=[C:2]([Cl:28])[C:7]=1[OH:8] |f:1.2,3.4.5|. Reported procedure: Ethyl 2-(3-amino-5-bromo-4-hydroxyphenyl)-4-methylpentanoate 1 (4 g, 0.012 mol) was dissolved in a mixture of ACN/H2O/HCl 60 mL/30 mL/8 mL at 0° C. A solution of NaNO2 (0.919 g, 1.1 eq) in water (10 mL) was added dropwise at 0° C. and the reaction mixture was stirred for 1 h at 0° C. A solution of CuCl (5.99 g, 0.060 mol) in water (10 mL) was added dropwise to the reaction mixture at 0° C. The reaction mixture was then heated to 50° C. for 2.5 h. upon which the mixture was poured into ice water,... Reactants: Cl.Cl.C(C)(C)NC(CC1=NC=C(C=C1)O)C (2-(2-isopropylaminopropyl)-5-pyridinol dihydrochloride), C([O-])([O-])=O.[Na+].[Na+] (sodium carbonate), CS(=O)(=O)Cl (methanesulfonyl chloride), C([O-])([O-])=O.[Na+].[Na+] (sodium carbonate), [Cl-].[Na+] (sodium chloride). Solvent: C(Cl)Cl (methylene chloride). Reaction conditions: time 30 minute. Product: C(C)(C)NC(CC1=NC=C(C=C1)OS(=O)(=O)C)C (2-(2-isopropylaminopropyl)-5-methanesulfonyloxypyridine). As a reaction SMILES: Cl.Cl.[CH:3]([NH:6][CH:7]([CH3:16])[CH2:8][C:9]1[CH:14]=[CH:13][C:12]([OH:15])=[CH:11][N:10]=1)([CH3:5])[CH3:4].C(=O)([O-])[O-].[Na+].[Na+].[CH3:23][S:24](Cl)(=[O:26])=[O:25].[Cl-].[Na+]>C(Cl)Cl>[CH:3]([NH:6][CH:7]([CH3:16])[CH2:8][C:9]1[CH:14]=[CH:13][C:12]([O:15][S:24]([CH3:23])(=[O:26])=[O:25])=[CH:11][N:10]=1)([CH3:5])[CH3:4] |f:0.1.2,3.4.5,7.8|. Procedure: To the mixture of 26.7 g of 2-(2-isopropylaminopropyl)-5-pyridinol dihydrochloride, 200 ml of methylene chloride and 100 ml of saturated aqueous sodium carbonate, 16 ml of methanesulfonyl chloride are added dropwise while stirring at 0°-10° and adding more sodium carbonate to maintain basicity. Stirring is continued for 30 minutes at pH=9.5-10 and the mixture is combined with half of its volume of saturated aqueous sodium chloride. It is separated, the aqueous layer extracted with methylene chlo...